From a dataset of the Open Reaction Database (ORD), a public repository of structured organic reaction records. describe an organic reaction: reactants, conditions, products, and yield Starting materials: OC1=CC(=C(C=C1)N1CCNCC1)OCC(F)(F)F (1-[4-hydroxy-2-(2,2,2-trifluoroethoxy)phenyl]piperazine), ClCCCN1C(NC=C(C1=O)C)=O (3-(3-chloropropyl)-5-methyl-2,4(1H,3H)-pyrimidinedione). Yields the product Cl.OC1=CC(=C(C=C1)N1CCN(CC1)CCCN1C(NC=C(C1=O)C)=O)OCC(F)(F)F (3-(3-{4-[4-hydroxy-2-(2,2,2-trifluoroethoxy)phenyl]piperazin-1-yl}propyl)-5-methyl-2,4(1H,3H)-pyrimidinedione hydrochloride). RXN SMILES: [OH:1][C:2]1[CH:7]=[CH:6][C:5]([N:8]2[CH2:13][CH2:12][NH:11][CH2:10][CH2:9]2)=[C:4]([O:14][CH2:15][C:16]([F:19])([F:18])[F:17])[CH:3]=1.[Cl:20][CH2:21][CH2:22][CH2:23][N:24]1[C:29](=[O:30])[C:28]([CH3:31])=[CH:27][NH:26][C:25]1=[O:32]>>[ClH:20].[OH:1][C:2]1[CH:7]=[CH:6][C:5]([N:8]2[CH2:13][CH2:12][N:11]([CH2:21][CH2:22][CH2:23][N:24]3[C:29](=[O:30])[C:28]([CH3:31])=[CH:27][NH:26][C:25]3=[O:32])[CH2:10][CH2:9]2)=[C:4]([O:14][CH2:15][C:16]([F:18])([F:19])[F:17])[CH:3]=1 |f:2.3|. Procedure: substituting 1-[4-hydroxy-2-(2,2,2-trifluoroethoxy)phenyl]piperazine and 3-(3-chloropropyl)-5-methyl-2,4(1H,3H)-pyrimidinedione gave 3-(3-{4-[4-hydroxy-2-(2,2,2-trifluoroethoxy)phenyl]piperazin-1-yl}propyl)-5-methyl-2,4(1H,3H)-pyrimidinedione hydrochloride, m.p. 232°-242° C.; Anal.: Calcd. for C20H25F3N4O4.HCl: C, 49.63; H, 5.59; N, 11.02%; Found: C, 49.62; H, 5.65; N, 10.66%; Reactants: CC(C)(C)OC(=O)NC1CCC(O)CC1, Cc1ccc(S(=O)(=O)Cl)cc1, c1ccncc1. The product is Cc1ccc(S(=O)(=O)OC2CCC(NC(=O)OC(C)(C)C)CC2)cc1. RXN SMILES: [C:1]([CH3:2])([CH3:3])([CH3:4])[O:5][C:6](=[O:7])[NH:8][CH:9]1[CH2:10][CH2:11][CH:12]([OH:15])[CH2:13][CH2:14]1.[CH3:16][c:17]1[cH:18][cH:19][c:20]([S:23](=[O:24])(=[O:25])[Cl:26])[cH:21][cH:22]1.[cH:27]1[cH:28][cH:29][n:30][cH:31][cH:32]1>>[C:1]([CH3:2])([CH3:3])([CH3:4])[O:5][C:6](=[O:7])[NH:8][CH:9]1[CH2:10][CH2:11][CH:12]([O:15][S:23]([c:20]2[cH:19][cH:18][c:17]([CH3:16])[cH:22][cH:21]2)(=[O:24])=[O:25])[CH2:13][CH2:14]1. Reactants: C(C)C=1C(=NC=2N(C1C)C=C(N2)C(C(=C)C)=O)SC (1-(6-ethyl-5-methyl-7-methylthioimidazo[1,2-a]pyrimidin-2-yl)-2-methyl-2-propen-1-one), BrN1C(CCC1=O)=O (N-bromo succinimide). Solvent: C(Cl)(Cl)Cl (chloroform). Reaction conditions: time 20 minute. Product: BrC1=C(N=C2N1C(=C(C(=N2)SC)CC)C)C(C(=C)C)=O (1-(3-bromo-6-ethyl-5-methyl-7-methylthioimidazo[1,2-a]pyrimidin-2-yl)-2-methyl-2-propen-1-one). Isolated yield 85.5%. Reaction SMILES: [CH2:1]([C:3]1[C:4]([S:18][CH3:19])=[N:5][C:6]2[N:7]([CH:10]=[C:11]([C:13](=[O:17])[C:14]([CH3:16])=[CH2:15])[N:12]=2)[C:8]=1[CH3:9])[CH3:2].[Br:20]N1C(=O)CCC1=O>C(Cl)(Cl)Cl>[Br:20][C:10]1[N:7]2[C:8]([CH3:9])=[C:3]([CH2:1][CH3:2])[C:4]([S:18][CH3:19])=[N:5][C:6]2=[N:12][C:11]=1[C:13](=[O:17])[C:14]([CH3:16])=[CH2:15]. Procedure: A solution of 1.0 g (3.63 mmol) of 1-(6-ethyl-5-methyl-7-methylthioimidazo[1,2-a]pyrimidin-2-yl)-2-methyl-2-propen-1-one in 50 ml of chloroform was treated with 0.71 g (4.0 mmol) of N-bromo succinimide. After 20 minutes at room temperature, the solvent was removed under reduced pressure and the residue was purified by flash chromatography (silica, 25 g: dichloromethane) to obtain 1.1 g (87%) of 1-(3-bromo-6-ethyl-5-methyl-7-methylthioimidazo[1,2-a]pyrimidin-2-yl)-2-methyl-2-propen-1-one in the f... The reactants are COC1=CC=C(COC(CO)(CO)C=2SC=CN2)C=C1 (2-(4-methoxybenzyloxy)-2-(thiazol-2-yl)propane-1,3-diol), C(CCC)[Li] (n-butyllithium), C1(=CC=C(C=C1)S(=O)(=O)Cl)C (para-toluenesulfonyl chloride), C(CCC)[Li] (n-butyllithium). Run in O1CCCC1 (tetrahydrofuran), O1CCCC1 (tetrahydrofuran). Reaction conditions: temperature 65 celsius, time 0.5 hour. The product is COC1=CC=C(COC2(COC2)C=2SC=CN2)C=C1 (2-(3-(4-methoxybenzyloxy)oxetan-3-yl)thiazole). Reaction SMILES: [CH3:1][O:2][C:3]1[CH:20]=[CH:19][C:6]([CH2:7][O:8][C:9]([C:14]2[S:15][CH:16]=[CH:17][N:18]=2)([CH2:12][OH:13])[CH2:10]O)=[CH:5][CH:4]=1.C([Li])CCC.C1(C)C=CC(S(Cl)(=O)=O)=CC=1>O1CCCC1>[CH3:1][O:2][C:3]1[CH:20]=[CH:19][C:6]([CH2:7][O:8][C:9]2([C:14]3[S:15][CH:16]=[CH:17][N:18]=3)[CH2:12][O:13][CH2:10]2)=[CH:5][CH:4]=1. Procedure details: To a cold (0° C.) solution of 2-(4-methoxybenzyloxy)-2-(thiazol-2-yl)propane-1,3-diol (Example 11C) (4.02 g, 13.61 mmol) in tetrahydrofuran (120 mL) was added n-butyllithium (5.4 mL, 13.6 mmol, 2.5 M solution in hexane) dropwise. After 0.5 hours, a solution of para-toluenesulfonyl chloride (2.59 g, 13.61 mmol) in tetrahydrofuran (16 mL) was added to the suspension. The reaction was stirred for an additional 0.5 hours. Thereafter, n-butyllithium (5.4 mL, 13.6 mmol, 2.5 M solution in hexane) was a... The product is NC1=CC=C2C(CC(NC2=C1)=O)(C)C (7-Amino-1,2,3,4-tetrahydro-4,4-dimethylquinolin-2-one). Run in C(C)O (ethanol). Reported procedure: A suspension of 23.2 g. (0.1 mole) 7-acetamido-1,2,3,4-tetrahydro-4,4-dimethylquinolin-2-one, 200 ml. ethanol and 20 ml. concentrated hydrochloric acid is boiled under reflux until dissolving is complete. The pH value is then adjusted with ammonia to 8, the reaction mixture is extracted three times with dichloromethane and the organic phase is dried over anhydrous sodium sulphate and freed from solvent. Yield 13.1 g. (69% of theory); m.p. 161°-163° C. RXN SMILES: C([NH:4][C:5]1[CH:14]=[C:13]2[C:8]([C:9]([CH3:17])([CH3:16])[CH2:10][C:11](=[O:15])[NH:12]2)=[CH:7][CH:6]=1)(=O)C.Cl.N>C(O)C>[NH2:4][C:5]1[CH:14]=[C:13]2[C:8]([C:9]([CH3:17])([CH3:16])[CH2:10][C:11](=[O:15])[NH:12]2)=[CH:7][CH:6]=1. The reactants are C(C)(=O)NC1=CC=C2C(CC(NC2=C1)=O)(C)C (7-acetamido-1,2,3,4-tetrahydro-4,4-dimethylquinolin-2-one), Cl (hydrochloric acid), N (ammonia). Starting materials: [BH4-], COc1ccc(C(=O)CCCC(=O)O)cc1, Cl, [Na+], [Na+], [OH-], O. The product is COc1ccc(C(O)CCCC(=O)O)cc1. As a reaction SMILES: [BH4-:19].[CH3:1][O:2][c:3]1[cH:4][cH:5][c:6]([C:7](=[O:8])[CH2:9][CH2:10][CH2:11][C:12](=[O:13])[OH:14])[cH:15][cH:16]1.[ClH:21].[Na+:18].[Na+:20].[OH-:17].[OH2:22]>>[CH3:1][O:2][c:3]1[cH:4][cH:5][c:6]([CH:7]([OH:8])[CH2:9][CH2:10][CH2:11][C:12](=[O:13])[OH:14])[cH:15][cH:16]1. The reactants are ClC1=C(C=CC=C1)C=1N(C(=CC1)C1=CC=C(C=C1)OC1=CC=CC=C1)CC1=CC=CC(=N1)N (6-[2-(2-chlorophenyl)-5-(4-phenoxyphenyl)pyrrol-1-ylmethyl]pyridin-2-ylamine), Cl (HCl), solution. Run in C(C)OCC (diethyl ether), C(C)O (ethanol). As a reaction SMILES: [Cl:1][C:2]1[CH:7]=[CH:6][CH:5]=[CH:4][C:3]=1[C:8]1[N:9]([CH2:26][C:27]2[N:32]=[C:31]([NH2:33])[CH:30]=[CH:29][CH:28]=2)[C:10]([C:13]2[CH:18]=[CH:17][C:16]([O:19][C:20]3[CH:25]=[CH:24][CH:23]=[CH:22][CH:21]=3)=[CH:15][CH:14]=2)=[CH:11][CH:12]=1.Cl>C(OCC)C.C(O)C>[ClH:1].[Cl:1][C:2]1[CH:7]=[CH:6][CH:5]=[CH:4][C:3]=1[C:8]1[N:9]([CH2:26][C:27]2[N:32]=[C:31]([NH2:33])[CH:30]=[CH:29][CH:28]=2)[C:10]([C:13]2[CH:14]=[CH:15][C:16]([O:19][C:20]3[CH:25]=[CH:24][CH:23]=[CH:22][CH:21]=3)=[CH:17][CH:18]=2)=[CH:11][CH:12]=1 |f:4.5|. Isolated yield 153.6%. Yields the product Cl.ClC1=C(C=CC=C1)C=1N(C(=CC1)C1=CC=C(C=C1)OC1=CC=CC=C1)CC1=CC=CC(=N1)N (6-[2-(2-Chlorophenyl)-5-(4-phenoxyphenyl)pyrrol-1-ylmethyl]pyridin-2-ylamine hydrochloride). Procedure details: A mixture of 6-[2-(2-chlorophenyl)-5-(4-phenoxyphenyl)pyrrol-1-ylmethyl]pyridin-2-ylamine (0.071 g, 0.16 mmol) and HCl (0.16 mL of a 1.0 M solution in diethyl ether, 0.16 mmol) in ethanol (3 mL) was stirred at room temperature for 8 h. The mixture was concentrated and purified by trituration with ether to afford the title compound, (0.060 g, 78%) as a pale yellow solid: Rf 0.22 (1:3 ethyl acetate/hexanes); mp 145-148° C.; 1H NMR (300 MHz, CD3OD) δ 7.64 (dd, J=7.4, 1.4 Hz, 1H), 7.48 (d, J=7.4 Hz,... Reaction conditions: time 8 hour.